From a dataset of the Open Reaction Database (ORD), a public repository of structured organic reaction records. describe an organic reaction: reactants, conditions, products, and yield The reactants are N#Cc1cc(Br)cc(Br)c1, COc1ccc(CO)cc1, CCOC(C)=O, [H-], [Na+], CN(C)C=O. Yields the product COc1ccc(COc2cc(Br)cc(C#N)c2)cc1. Reaction SMILES: [Br:13][c:14]1[cH:15][c:16]([C:17]#[N:18])[cH:19][c:20]([Br:22])[cH:21]1.[CH3:1][O:2][c:3]1[cH:4][cH:5][c:6]([CH2:7][OH:8])[cH:9][cH:10]1.[CH3:28][CH2:29][O:30][C:31](=[O:32])[CH3:33].[H-:12].[Na+:11].[O:23]=[CH:24][N:25]([CH3:26])[CH3:27]>>[CH3:1][O:2][c:3]1[cH:4][cH:5][c:6]([CH2:7][O:8][c:20]2[cH:19][c:16]([C:17]#[N:18])[cH:15][c:14]([Br:13])[cH:21]2)[cH:9][cH:10]1. Reactants: CO (MeOH), COC(C(C)N1C(C2=CC=CC=C2CC1C(=O)OC)=O)=O (methyl 2-(1-methoxy-1-oxopropan-2-yl)-1-oxo-1,2,3,4-tetrahydroisoquinoline-3-carboxylate), [Li+].[BH4-] (LiBH4). The solvent is C(Cl)Cl (CH2Cl2), C1CCOC1 (THF), C1CCOC1 (THF). The product is OCC1N(C(C2=CC=CC=C2C1)=O)C(CO)C (3-(hydroxymethyl)-2-(1-hydroxypropan-2-yl)-3,4-dihydroisoquinolin-1(2H)-one). The yield is 88.5%. As a reaction SMILES: C[O:2][C:3](=O)[CH:4]([N:6]1[CH:15]([C:16](OC)=[O:17])[CH2:14][C:13]2[C:8](=[CH:9][CH:10]=[CH:11][CH:12]=2)[C:7]1=[O:20])[CH3:5].[Li+].[BH4-].CO>C1COCC1.C(Cl)Cl>[OH:17][CH2:16][CH:15]1[CH2:14][C:13]2[C:8](=[CH:9][CH:10]=[CH:11][CH:12]=2)[C:7](=[O:20])[N:6]1[CH:4]([CH3:5])[CH2:3][OH:2] |f:1.2|. Reported procedure: Isomer B of methyl 2-(1-methoxy-1-oxopropan-2-yl)-1-oxo-1,2,3,4-tetrahydroisoquinoline-3-carboxylate (0.28 g, 0.96 mmol) in THF (9.8 ml) was added to a stirring solution of LiBH4 (2.0 M in THF, 0.58 ml, 1.2 mmol) in THF (1.5 ml). After refluxing for 1.5 h, the reaction was cooled to room temperature and quenched with 0.036 ml of water. Sodium hydroxide (1N, 0.072 ml) and then water (0.054 ml) were added. The reaction mixture was filtered through Celite, rinsing with THF. Evaporation of the filtr... The reactants are FC1=CC=C(C=C1)C1NCCC1 ((RS)-2-(4-fluoro-phenyl)-pyrrolidine), OCC1=CC=C(C=C1)S(=O)(=O)Cl (4-hydroxymethyl-benzenesulfonyl chloride). Yields the product FC1=CC=C(C=C1)C1N(CCC1)S(=O)(=O)C1=CC=C(C=C1)CO ((RS)-2-(4-Fluoro-phenyl)-1-(4-hydroxymethyl-benzenesulfonyl)-pyrrolidine). As a reaction SMILES: [F:1][C:2]1[CH:7]=[CH:6][C:5]([CH:8]2[CH2:12][CH2:11][CH2:10][NH:9]2)=[CH:4][CH:3]=1.[OH:13][CH2:14][C:15]1[CH:20]=[CH:19][C:18]([S:21](Cl)(=[O:23])=[O:22])=[CH:17][CH:16]=1>>[F:1][C:2]1[CH:3]=[CH:4][C:5]([CH:8]2[CH2:12][CH2:11][CH2:10][N:9]2[S:21]([C:18]2[CH:17]=[CH:16][C:15]([CH2:14][OH:13])=[CH:20][CH:19]=2)(=[O:23])=[O:22])=[CH:6][CH:7]=1. Procedure: The title compound, white solid, m.p. 107° C., and MS: m/e=336.2 (M+H+) was prepared in accordance with the general method of example 1e from (RS)-2-(4-fluoro-phenyl)-pyrrolidine and 4-hydroxymethyl-benzenesulfonyl chloride. The reactants are C1CCOC1, C1COCCO1, O=C(NC1Cc2cnccc2NC1=O)OCc1ccccc1, CCOC(=O)N=NC(=O)OCC, OCc1ccccc1, c1ccc(P(c2ccccc2)c2ccccc2)cc1. The product is O=C(NC1Cc2cnccc2N(Cc2ccccc2)C1=O)OCc1ccccc1. Reaction SMILES: [CH2:62]1[O:63][CH2:64][CH2:65][CH2:66]1.[CH2:67]1[O:68][CH2:69][CH2:70][O:71][CH2:72]1.[O:1]=[C:2]1[NH:3][c:4]2[cH:5][cH:6][n:7][cH:8][c:9]2[CH2:10][CH:11]1[NH:12][C:13]([O:14][CH2:15][c:16]1[cH:17][cH:18][cH:19][cH:20][cH:21]1)=[O:22].[O:50]=[C:51]([O:52][CH2:53][CH3:54])[N:55]=[N:56][C:57]([O:58][CH2:59][CH3:60])=[O:61].[OH:23][CH2:24][c:25]1[cH:26][cH:27][cH:28][cH:29][cH:30]1.[c:31]1([P:32]([c:33]2[cH:34][cH:35][cH:36][cH:37][cH:38]2)[c:39]2[cH:40][cH:41][cH:42][cH:43][cH:44]2)[cH:45][cH:46][cH:47][cH:48][cH:49]1>>[O:1]=[C:2]1[N:3]([CH2:24][c:25]2[cH:26][cH:27][cH:28][cH:29][cH:30]2)[c:4]2[cH:5][cH:6][n:7][cH:8][c:9]2[CH2:10][CH:11]1[NH:12][C:13]([O:14][CH2:15][c:16]1[cH:17][cH:18][cH:19][cH:20][cH:21]1)=[O:22]. Reactants: ClC=1SC(=CN1)CCl (2-chloro-5-chloromethylthiazole), ClC1=CC=C(C=N1)CCl (6-chloro-3-pyridylmethyl chloride). Run in C(Cl)Cl (CH2Cl2). The product is ClC=1SC(=CN1)CNCC (N-(2-Chloro-5-thiazolylmethyl)-N-ethylamine). Reaction SMILES: [Cl:1][C:2]1[S:3][C:4]([CH2:7]Cl)=[CH:5][N:6]=1.ClC1[N:15]=[CH:14][C:13](CCl)=CC=1>C(Cl)Cl>[Cl:1][C:2]1[S:3][C:4]([CH2:7][NH:15][CH2:14][CH3:13])=[CH:5][N:6]=1. Reported procedure: The reaction procedure of Reference Example 17 was repeated except that crude 2-chloro-5-chloromethylthiazole was used in lieu of 6-chloro-3-pyridylmethyl chloride and that CH2Cl2 was used as the extractant. The procedure gave the title compound as a crude oil. Starting materials: CCOC(CCNC(=O)C(CC(C)C)NC(=O)OCc1ccccc1)OCC, Cl, C1CCOC1. Product: CC(C)CC(NC(=O)OCc1ccccc1)C(=O)NCCC=O. Reaction SMILES: [CH2:1]([c:2]1[cH:3][cH:4][cH:5][cH:6][cH:7]1)[O:8][C:9]([NH:10][CH:11]([CH2:12][CH:13]([CH3:14])[CH3:15])[C:16]([NH:17][CH2:18][CH2:19][CH:20]([O:21][CH2:25][CH3:26])[O:22][CH2:23][CH3:24])=[O:27])=[O:28].[ClH:29].[O:30]1[CH2:31][CH2:32][CH2:33][CH2:34]1>>[CH2:1]([c:2]1[cH:3][cH:4][cH:5][cH:6][cH:7]1)[O:8][C:9]([NH:10][CH:11]([CH2:12][CH:13]([CH3:14])[CH3:15])[C:16]([NH:17][CH2:18][CH2:19][CH:20]=[O:21])=[O:27])=[O:28]. Starting materials: BrC=1C(=NC(=C(C(=O)N[C@@H]2[C@H](CCCC2)O)C1)C(F)(F)F)OCC(F)(F)F (5-bromo-N-((1S,2S)-2-hydroxy-cyclohexyl)-6-(2,2,2-trifluoro-ethoxy)-2-trifluoromethyl-nicotinamide), ClC1=CC=C(C=C1)B(O)O (4-chlorophenylboronic acid). Yields the product ClC1=CC=C(C=C1)C=1C(=NC(=C(C(=O)N[C@@H]2[C@H](CCCC2)O)C1)C(F)(F)F)OCC(F)(F)F (5-(4-Chloro-phenyl)-N-((1S,2S)-2-hydroxy-cyclohexyl)-6-(2,2,2-trifluoro-ethoxy)-2-trifluoromethyl-nicotinamide). RXN SMILES: Br[C:2]1[C:3]([O:22][CH2:23][C:24]([F:27])([F:26])[F:25])=[N:4][C:5]([C:18]([F:21])([F:20])[F:19])=[C:6]([CH:17]=1)[C:7]([NH:9][C@H:10]1[CH2:15][CH2:14][CH2:13][CH2:12][C@@H:11]1[OH:16])=[O:8].[Cl:28][C:29]1[CH:34]=[CH:33][C:32](B(O)O)=[CH:31][CH:30]=1>>[Cl:28][C:29]1[CH:34]=[CH:33][C:32]([C:2]2[C:3]([O:22][CH2:23][C:24]([F:26])([F:27])[F:25])=[N:4][C:5]([C:18]([F:21])([F:20])[F:19])=[C:6]([CH:17]=2)[C:7]([NH:9][C@H:10]2[CH2:15][CH2:14][CH2:13][CH2:12][C@@H:11]2[OH:16])=[O:8])=[CH:31][CH:30]=1. Procedure: The title compound was synthesized in analogy to Example 1d, using 5-bromo-N-((1S,2S)-2-hydroxy-cyclohexyl)-6-(2,2,2-trifluoro-ethoxy)-2-trifluoromethyl-nicotinamide and 4-chlorophenylboronic acid as starting materials, MS (ISP) 497.1 (M+H)+. The reactants are C[Al](C)C, COC(=O)c1ccc(OCc2c(-c3ccc(F)c(F)c3)noc2CO)nc1, NC1CC1, C1COCCO1. Yields the product O=C(NC1CC1)c1ccc(OCc2c(-c3ccc(F)c(F)c3)noc2CO)nc1. RXN SMILES: [CH3:1][Al:2]([CH3:3])[CH3:4].[CH3:9][O:10][C:11]([c:12]1[cH:13][n:14][c:15]([O:18][CH2:19][c:20]2[c:21](-[c:27]3[cH:28][c:29]([F:34])[c:30]([F:33])[cH:31][cH:32]3)[n:22][o:23][c:24]2[CH2:25][OH:26])[cH:16][cH:17]1)=[O:35].[CH:5]1([NH2:8])[CH2:6][CH2:7]1.[O:36]1[CH2:37][CH2:38][O:39][CH2:40][CH2:41]1>>[CH:5]1([NH:8][C:11](=[O:10])[c:12]2[cH:13][n:14][c:15]([O:18][CH2:19][c:20]3[c:21](-[c:27]4[cH:28][c:29]([F:34])[c:30]([F:33])[cH:31][cH:32]4)[n:22][o:23][c:24]3[CH2:25][OH:26])[cH:16][cH:17]2)[CH2:6][CH2:7]1.